From a dataset of the Open Reaction Database (ORD), a public repository of structured organic reaction records. describe an organic reaction: reactants, conditions, products, and yield Starting materials: N(=[N+]=[N-])C1=CC=C2C(=CN(C2=C1)C)C(C(=O)Cl)=O ((6-azido-1-methyl-1H-indol-3-yl)-oxo-acetyl chloride), Cl.C(C)(C)OC(CC1=CN(C2=CC(=CC=C12)OC)C)=N (2-(6-methoxy-1-methyl-1H-indol-3-yl)-acetimidic acid isopropyl ester hydrochloride). The product is N(=[N+]=[N-])C1=CC=C2C(=CN(C2=C1)C)C=1C(NC(C1C1=CN(C2=CC(=CC=C12)OC)C)=O)=O (3-(6-Azido-1-methyl-1H-indol-3-yl)-4-(6-methoxy-1-methyl-1H-indol-3-yl)-pyrrole-2,5,-dione). RXN SMILES: [N:1]([C:4]1[CH:12]=[C:11]2[C:7]([C:8]([C:14](=O)[C:15](Cl)=[O:16])=[CH:9][N:10]2[CH3:13])=[CH:6][CH:5]=1)=[N+:2]=[N-:3].Cl.C([O:23][C:24](=[NH:38])[CH2:25][C:26]1[C:34]2[C:29](=[CH:30][C:31]([O:35][CH3:36])=[CH:32][CH:33]=2)[N:28]([CH3:37])[CH:27]=1)(C)C>>[N:1]([C:4]1[CH:12]=[C:11]2[C:7]([C:8]([C:14]3[C:15](=[O:16])[NH:38][C:24](=[O:23])[C:25]=3[C:26]3[C:34]4[C:29](=[CH:30][C:31]([O:35][CH3:36])=[CH:32][CH:33]=4)[N:28]([CH3:37])[CH:27]=3)=[CH:9][N:10]2[CH3:13])=[CH:6][CH:5]=1)=[N+:2]=[N-:3] |f:1.2|. Reported procedure: 3-(6-Azido-1-methyl-1H-indol-3-yl)-4-(6-methoxy-1-methyl-1H-indol-3-yl)-pyrrole-2,5,-dione was prepared from (6-azido-1-methyl-1H-indol-3-yl)-oxo-acetyl chloride and 2-(6-methoxy-1-methyl-1H-indol-3-yl)-acetimidic acid isopropyl ester hydrochloride.